This data is from the Open Reaction Database (ORD), a public repository of structured organic reaction records. The task is: describe an organic reaction: reactants, conditions, products, and yield Starting materials: C(C1=CC=CC=C1)O[C@@H]1[C@H]([C@@H]([C@H]([C@@H]([C@H]1OCC1=CC=CC=C1)OCC1=CC=CC=C1)OC1=C(C=C(C=C1)Cl)CC1=CC=C(C=C1)CC)O)COCC1=CC=CC=C1 ((1S,2S,3R,4S,5R,6R)-3,4,5-tris(benzyloxy)-2-(benzyloxymethyl)-6-(4-chloro-2-(4-ethylbenzyl)phenoxy)cyclohexanol), C1CCOC1 (THF). The reagents and catalysts are [Pd] (Pd/C). Solvent: CO (methanol). Run at time 3 hour. Product: ClC1=CC(=C(O[C@H]2[C@@H]([C@H]([C@@H]([C@H]([C@@H]2O)CO)O)O)O)C=C1)CC1=CC=C(C=C1)CC ((1R,2S,3R,4R,5S,6R)-4-(4-chloro-2-(4-ethylbenzyl)phenoxy)-6-(hydroxymethyl)cyclohexane-1,2,3,5-tetraol). The yield is 84.5%. As a reaction SMILES: C1COCC1.C([O:13][C@H:14]1[C@H:19]([O:20]CC2C=CC=CC=2)[C@@H:18]([O:28]CC2C=CC=CC=2)[C@H:17]([O:36][C:37]2[CH:42]=[CH:41][C:40]([Cl:43])=[CH:39][C:38]=2[CH2:44][C:45]2[CH:50]=[CH:49][C:48]([CH2:51][CH3:52])=[CH:47][CH:46]=2)[C@@H:16]([OH:53])[C@@H:15]1[CH2:54][O:55]CC1C=CC=CC=1)C1C=CC=CC=1>[Pd].CO>[Cl:43][C:40]1[CH:41]=[CH:42][C:37]([O:36][C@@H:17]2[C@@H:16]([OH:53])[C@H:15]([CH2:54][OH:55])[C@@H:14]([OH:13])[C@H:19]([OH:20])[C@H:18]2[OH:28])=[C:38]([CH2:44][C:45]2[CH:46]=[CH:47][C:48]([CH2:51][CH3:52])=[CH:49][CH:50]=2)[CH:39]=1. Reported procedure: 14 mL of THF and methanol (1:1) was added to the flask containing the (1S,2S,3R,4S,5R,6R)-3,4,5-tris(benzyloxy)-2-(benzyloxymethyl)-6-(4-chloro-2-(4-ethylbenzyl)phenoxy)cyclohexanol (28, 55 mg, 0.070 mmol). 55 mg of Pd/C (10%) was added in one portion to the reaction mixture. The mixture was degassed five times with H2 and the resulting suspension was stirred under an atmosphere of H2 for 3 h at ambient temperature. The reaction mixture was filtered and concentrated, and the residue was purified... Yields the product Fc1cccc2c1NC(=S)C1CCCC21. Starting materials: C1CCOC1, COc1ccc(P2(=S)SP(=S)(c3ccc(OC)cc3)S2)cc1, O=C1Nc2c(F)cccc2C2CCCC12. Reaction SMILES: [CH2:38]1[O:39][CH2:40][CH2:41][CH2:42]1.[CH3:16][O:17][c:18]1[cH:19][cH:20][c:21]([P:22]2(=[S:25])[S:23][P:24]([c:26]3[cH:27][cH:28][c:29]([O:30][CH3:31])[cH:32][cH:33]3)(=[S:34])[S:35]2)[cH:36][cH:37]1.[F:1][c:2]1[cH:3][cH:4][cH:5][c:6]2[c:11]1[NH:10][C:9](=[O:12])[CH:8]1[CH:7]2[CH2:15][CH2:14][CH2:13]1>>[F:1][c:2]1[cH:3][cH:4][cH:5][c:6]2[c:11]1[NH:10][C:9](=[S:25])[CH:8]1[CH:7]2[CH2:15][CH2:14][CH2:13]1. Starting materials: Cl.NCCC(=O)N (β-alanine amide hydrochloride), C1(=CC=CC=C1)C#CC1=CC=C(S1)C=O (5-(phenylethynyl)thiophene-2-carboxaldehyde), SC(C(=O)O)CC(=O)O (mercaptosuccinic acid), C(C)(C)N(CC)C(C)C (diisopropylethylamine). The solvent is C(C)#N (acetonitrile). The product is C(N)(=O)CCN1C(SC(C1=O)CC(=O)O)C=1SC(=CC1)C#CC1=CC=CC=C1 ([3-(2-Carbamoyl-ethyl)-4-oxo-2-(5-phenylethynyl-thiophen-2-yl)-thiazolidin-5-yl]-acetic acid). RXN SMILES: Cl.[NH2:2][CH2:3][CH2:4][C:5]([NH2:7])=[O:6].[C:8]1([C:14]#[C:15][C:16]2[S:20][C:19]([CH:21]=O)=[CH:18][CH:17]=2)[CH:13]=[CH:12][CH:11]=[CH:10][CH:9]=1.[SH:23][CH:24]([CH2:28][C:29]([OH:31])=[O:30])[C:25](O)=[O:26].C(N(C(C)C)CC)(C)C>C(#N)C>[C:5]([CH2:4][CH2:3][N:2]1[C:25](=[O:26])[CH:24]([CH2:28][C:29]([OH:31])=[O:30])[S:23][CH:21]1[C:19]1[S:20][C:16]([C:15]#[C:14][C:8]2[CH:9]=[CH:10][CH:11]=[CH:12][CH:13]=2)=[CH:17][CH:18]=1)(=[O:6])[NH2:7] |f:0.1|. Procedure: A mixture of β-alanine amide hydrochloride (3.11 g, 25 mmol), 5-(phenylethynyl)thiophene-2-carboxaldehyde (5.31 g, 25 mmol), mercaptosuccinic acid (11.26 g, 75 mmol) and diisopropylethylamine (3.6 g, 27.5 mmol) was stirred in acetonitrile (300 mL) at reflux for forty eight hours. The solvent was evaporated and the residue was shaken with 2 N HCl (500 mL) and ethyl acetate (3×200 mL) The ethyl acetate solution was washed with water then brine and dried (MgSO4) and evaporated. The product was puri... The reactants are ClCC(=O)Cl (chloracetyl chloride), C12(CC3CC(CC(C1)C3)C2)O (1-adamantanol), magnesia. Solvent: C(Cl)(Cl)Cl (chloroform). The product is ClCC(=O)OC12CC3CC(CC(C1)C3)C2 (1-adamantyl chloracetate). As a reaction SMILES: [Cl:1][CH2:2][C:3](Cl)=[O:4].[C:6]12([OH:16])[CH2:15][CH:10]3[CH2:11][CH:12]([CH2:14][CH:8]([CH2:9]3)[CH2:7]1)[CH2:13]2>C(Cl)(Cl)Cl>[Cl:1][CH2:2][C:3]([O:16][C:6]12[CH2:13][CH:12]3[CH2:11][CH:10]([CH2:9][CH:8]([CH2:14]3)[CH2:7]1)[CH2:15]2)=[O:4]. Reported procedure: There was added slowly at 10° C. and under nitrogen 24 ml of chloracetyl chloride to 30.5 g (0.2 mole) of 1-adamantanol and 12 g of magnesia in suspension in 400 ml of chloroform; it was then brought under reflux for some hours. It was cooled, the inorganic material was filtered off and the solvent evaporated. The crude product was crystallized in hexane. 90% of the product melting 79° C. (capillary) was obtained. Reactants: ClCCC1OCCC2=CC=CC=C12 (1-(2-chloroethyl)isochroman), O.Cl.Cl.C1(OCCC2=CC=CC=C12)CCN1CCN(CC1)C1=C(C=CC=C1)OC (1-[2-(Isochroman-1-yl)ethyl]-4-(2-methoxyphenyl)piperazine dihydrochloride monohydrate), C(C)(C)N(CC)C(C)C (diisopropylethylamine). Run in C(CO)O (ethylene glycol). Conditions: time 3 day. Yields the product Cl.Cl.C1(OCCC2=CC=CC=C12)CCN1CCN(CC1)C1=C(C=CC=C1)C (1-[2-(Isochroman-1-yl)ethyl]-4-(2-methylphenyl)piperazine dihydrochloride). Reaction SMILES: [Cl:1][CH2:2]CC1C2C(=CC=CC=2)CCO1.O.[ClH:15].Cl.[CH:17]1([CH2:27][CH2:28][N:29]2[CH2:34][CH2:33][N:32]([C:35]3[CH:40]=[CH:39][CH:38]=[CH:37][C:36]=3OC)[CH2:31][CH2:30]2)[C:26]2[C:21](=[CH:22][CH:23]=[CH:24][CH:25]=2)[CH2:20][CH2:19][O:18]1.C(N(C(C)C)CC)(C)C>C(O)CO>[ClH:1].[ClH:15].[CH:17]1([CH2:27][CH2:28][N:29]2[CH2:30][CH2:31][N:32]([C:35]3[CH:40]=[CH:39][CH:38]=[CH:37][C:36]=3[CH3:2])[CH2:33][CH2:34]2)[C:26]2[C:21](=[CH:22][CH:23]=[CH:24][CH:25]=2)[CH2:20][CH2:19][O:18]1 |f:1.2.3.4,7.8.9|. Reported procedure: A mixture of 1-(2-chloroethyl)isochroman (LXIV, PREPARATION 2, 0.2466 g, 1.25 mmol), 1-(2-methylphenyl)piperazine dihydrochloride (XI, 0.5327 g, 2.14 mmol), diisopropylethylamine (0.98 ml, 5.63 mmol) and ethylene glycol (2.5 ml) is stirred under nitrogen at 100° for 3 days. The reaction mixture is cooled and partitioned between aqueous sodium bicarbonate and ethyl acetate. The combined organic phase is washed with saline, dried over magnesium sulfate and concentrated. The residue is chromatograp... The reactants are FC(F)(F)c1ccc(Br)nc1, C1CCC2=NCCCN2CC1, CC(C)c1cc(C#N)cc2nc(-c3ccc(COCC4CCNCC4)cc3)oc12. Yields the product CC(C)c1cc(C#N)cc2nc(-c3ccc(COCC4CCN(c5ccc(C(F)(F)F)cn5)CC4)cc3)oc12. RXN SMILES: [Br:30][c:31]1[n:32][cH:33][c:34]([C:37]([F:38])([F:39])[F:40])[cH:35][cH:36]1.[CH2:41]1[CH2:42][CH2:43][C:44]2=[N:49][CH2:48][CH2:47][CH2:46][N:45]2[CH2:50][CH2:51]1.[CH:1]([CH3:2])([CH3:3])[c:4]1[cH:5][c:6]([C:28]#[N:29])[cH:7][c:8]2[n:9][c:10](-[c:13]3[cH:14][cH:15][c:16]([CH2:19][O:20][CH2:21][CH:22]4[CH2:23][CH2:24][NH:25][CH2:26][CH2:27]4)[cH:17][cH:18]3)[o:11][c:12]12>>[CH:1]([CH3:2])([CH3:3])[c:4]1[cH:5][c:6]([C:28]#[N:29])[cH:7][c:8]2[n:9][c:10](-[c:13]3[cH:14][cH:15][c:16]([CH2:19][O:20][CH2:21][CH:22]4[CH2:23][CH2:24][N:25]([c:31]5[n:32][cH:33][c:34]([C:37]([F:38])([F:39])[F:40])[cH:35][cH:36]5)[CH2:26][CH2:27]4)[cH:17][cH:18]3)[o:11][c:12]12. Starting materials: ClC1=C(C=CC=C1)C1=NNC(=N1)C1=C(C=CC=C1)C(F)(F)F (3-(o-chlorophenyl)-5-(o-trifluoromethyl-phenyl)-1H-1,2,4-triazole), CI (methyl iodide), N-methyltriazoles. The product is ClC1=C(C=CC=C1)C1=NC(=NN1C)C1=C(C=CC=C1)C(F)(F)F (5-(o-chlorophenyl)-1-methyl-3-(o-trifluoromethyl-phenyl)-1H-1,2,4-triazole). RXN SMILES: [Cl:1][C:2]1[CH:7]=[CH:6][CH:5]=[CH:4][C:3]=1[C:8]1[N:12]=[C:11]([C:13]2[CH:18]=[CH:17][CH:16]=[CH:15][C:14]=2[C:19]([F:22])([F:21])[F:20])[NH:10][N:9]=1.[CH3:23]I>>[Cl:1][C:2]1[CH:7]=[CH:6][CH:5]=[CH:4][C:3]=1[C:8]1[N:9]([CH3:23])[N:10]=[C:11]([C:13]2[CH:18]=[CH:17][CH:16]=[CH:15][C:14]=2[C:19]([F:22])([F:20])[F:21])[N:12]=1. Reported procedure: starting from 3-(o-chlorophenyl)-5-(o-trifluoromethyl-phenyl)-1H-1,2,4-triazole and methyl iodide there is obtained a mixture of isomeric N-methyltriazoles and therefrom there are obtained pure 5-(o-chlorophenyl)-1-methyl-3-(o-trifluoromethyl-phenyl)-1H-1,2,4-triazole as a resinous product, 1H-NMR(CDCl3): 3.86 (s, CH3); and pure 3-(o-chlorophenyl)-1-methyl-5-(o-trifluoromethyl-phenyl)-1H-1,2,4-triazole, m.p. 90°-92° C., 1H-NMR(CDCl3): 3.78 (s, CH3);